From a dataset of the Open Reaction Database (ORD), a public repository of structured organic reaction records. describe an organic reaction: reactants, conditions, products, and yield The reactants are CO, O=[N+]([O-])c1cc(F)c(Oc2ccnc(Cl)c2)cc1F. The product is Nc1cc(F)c(Oc2ccnc(Cl)c2)cc1F. RXN SMILES: [CH3:20][OH:21].[Cl:1][c:2]1[n:3][cH:4][cH:5][c:6]([O:8][c:9]2[c:10]([F:19])[cH:11][c:12]([N+:16]([O-:17])=[O:18])[c:13]([F:15])[cH:14]2)[cH:7]1>>[Cl:1][c:2]1[n:3][cH:4][cH:5][c:6]([O:8][c:9]2[c:10]([F:19])[cH:11][c:12]([NH2:16])[c:13]([F:15])[cH:14]2)[cH:7]1. The reactants are Cc1cc(N2CC(S(=O)(=O)c3ccc(F)cc3C(F)(F)F)CC2C(=O)NC2(C#N)CC2)n(C2CCC2)n1, CC#N, Cl, FC1(F)CNC1. The product is Cc1cc(N2CC(S(=O)(=O)c3ccc(N4CC(F)(F)C4)cc3C(F)(F)F)CC2C(=O)NC2(C#N)CC2)n(C2CCC2)n1. Reaction SMILES: [C:1](#[N:2])[C:3]1([NH:6][C:7](=[O:8])[CH:9]2[N:10]([c:28]3[n:29]([CH:34]4[CH2:35][CH2:36][CH2:37]4)[n:30][c:31]([CH3:33])[cH:32]3)[CH2:11][CH:12]([S:14](=[O:15])(=[O:16])[c:17]3[c:18]([C:24]([F:25])([F:26])[F:27])[cH:19][c:20]([F:23])[cH:21][cH:22]3)[CH2:13]2)[CH2:4][CH2:5]1.[CH3:45][C:46]#[N:47].[ClH:38].[F:39][C:40]1([F:44])[CH2:41][NH:42][CH2:43]1>>[C:1](#[N:2])[C:3]1([NH:6][C:7](=[O:8])[CH:9]2[N:10]([c:28]3[n:29]([CH:34]4[CH2:35][CH2:36][CH2:37]4)[n:30][c:31]([CH3:33])[cH:32]3)[CH2:11][CH:12]([S:14](=[O:15])(=[O:16])[c:17]3[c:18]([C:24]([F:25])([F:26])[F:27])[cH:19][c:20]([N:42]4[CH2:41][C:40]([F:39])([F:44])[CH2:43]4)[cH:21][cH:22]3)[CH2:13]2)[CH2:4][CH2:5]1. Yields the product Cc1cc(N2CC3CNCC32)cnc1Cl. Starting materials: Cc1cc(N2CC3CN(C(=O)OCc4ccccc4)CC32)cnc1Cl, O=C(O)C(F)(F)F. Reaction SMILES: [Cl:1][c:2]1[c:3]([CH3:25])[cH:4][c:5]([N:8]2[CH:9]3[CH2:10][N:11]([C:15]([O:16][CH2:17][c:18]4[cH:19][cH:20][cH:21][cH:22][cH:23]4)=[O:24])[CH2:12][CH:13]3[CH2:14]2)[cH:6][n:7]1.[OH:26][C:27]([C:28]([F:29])([F:30])[F:31])=[O:32]>>[Cl:1][c:2]1[c:3]([CH3:25])[cH:4][c:5]([N:8]2[CH:9]3[CH2:10][NH:11][CH2:12][CH:13]3[CH2:14]2)[cH:6][n:7]1. Reaction conditions: temperature 60 celsius, time 64 hour. The solvent is O1CCCC1 (tetrahydrofuran). Product: C(CCCCC)N1CC2C(C2C1)C1=CC=CC=C1 (3-Hexyl-6-phenyl-3-azabicyclo[3.1.0]hexane). Starting materials: C(CCCCC)N1C(C2C(C2C1)C1=CC=CC=C1)=O (3-hexyl-6-phenyl-3-azabicyclo[3.1.0]hexan-2-one), [H-].[Al+3].[Li+].[H-].[H-].[H-] (lithium aluminium hydride), tetrahydrofluran, O (Water). Procedure details: To a solution of 3-hexyl-6-phenyl-3-azabicyclo[3.1.0]hexan-2-one (Preparation 27, 40 mg, 0.15 mmol) in anhydrous tetrahydrofuran (2 ml) at room temperature under nitrogen, was added dropwise a solution of lithium aluminium hydride 1.0 M in tetrahydrofluran (0.3 ml, 0.3 mmol), then the mixture was heated to 60° C. for 4 hours, cooled and stirred at room temperature for 64 hours. Water (30 ml) was carefully added, then the mixture was extracted with ethyl acetate (2×25 ml). The combined extracts w... As a reaction SMILES: [CH2:1]([N:7]1[CH2:12][CH:11]2[CH:9]([CH:10]2[C:13]2[CH:18]=[CH:17][CH:16]=[CH:15][CH:14]=2)[C:8]1=O)[CH2:2][CH2:3][CH2:4][CH2:5][CH3:6].[H-].[Al+3].[Li+].[H-].[H-].[H-].O>O1CCCC1>[CH2:1]([N:7]1[CH2:12][CH:11]2[CH:9]([CH:10]2[C:13]2[CH:18]=[CH:17][CH:16]=[CH:15][CH:14]=2)[CH2:8]1)[CH2:2][CH2:3][CH2:4][CH2:5][CH3:6] |f:1.2.3.4.5.6|. Isolated yield 38.3%. The reactants are IC1=CNC2=NC=CC=C21 (3-Iodo-1H-pyrrolo[2,3-b]pyridine), C(=O)([O-])[O-].[K+].[K+] (K2CO3), C1(=CC=CC=C1)S(=O)(=O)Cl (Benzenesulfonyl chloride). The solvent is C(C)#N (acetonitrile). The product is IC1=CN(C2=NC=CC=C21)S(=O)(=O)C2=CC=CC=C2 (3-iodo-1-(phenylsulfonyl)-1H-pyrrolo[2,3-b]pyridine). Yield: 73.9%. Reaction SMILES: [I:1][C:2]1[C:10]2[C:5](=[N:6][CH:7]=[CH:8][CH:9]=2)[NH:4][CH:3]=1.C([O-])([O-])=O.[K+].[K+].[C:17]1([S:23](Cl)(=[O:25])=[O:24])[CH:22]=[CH:21][CH:20]=[CH:19][CH:18]=1>C(#N)C>[I:1][C:2]1[C:10]2[C:5](=[N:6][CH:7]=[CH:8][CH:9]=2)[N:4]([S:23]([C:17]2[CH:22]=[CH:21][CH:20]=[CH:19][CH:18]=2)(=[O:25])=[O:24])[CH:3]=1 |f:1.2.3|. Procedure: 3-Iodo-1H-pyrrolo[2,3-b]pyridine (4.55 g, 18.7 mmol) and K2CO3 (7.73 g, 55.9 mmol) were dissolved in acetonitrile (200 mL). Benzenesulfonyl chloride (4.76 mL, 37.3 mmol) was added, and the reaction mixture was heated to reflux for 10 hours. The reaction mixture was cooled and partitioned between EtOAc and water. The organic layer was washed with water (2×), brine, and dried over Na2SO4 and concentrated. The resulting residue was purified by column chromatography (4:1 to 0:1 hexane/DCM) giving 3-...